From a dataset of the Open Reaction Database (ORD), a public repository of structured organic reaction records. describe an organic reaction: reactants, conditions, products, and yield The reactants are NC1=C(C(=O)N[C@H]2[C@@H](CN(CC2)C(CC(C(=O)N(C)C)(C2=CC=CC=C2)C2=CC=CC=C2)C)O)C(=CC=C1)OC (trans-4-[(2-amino-6-methoxybenzoyl)amino]-3-hydroxy-N,N,γ-trimethyl-α,α-diphenyl-1-piperidinebutanamide), C(C)(=O)OC(C)=O (acetic acid anhydride). Run in C(C)(=O)O (acetic acid). Run at time 8 hour. Yields the product C(C)(=O)NC1=C(C(=O)N[C@H]2[C@@H](CN(CC2)C(CC(C(=O)N(C)C)(C2=CC=CC=C2)C2=CC=CC=C2)C)O)C(=CC=C1)OC (trans-4-[[2-(acetylamino)-6-methoxybenzoyl]amino]-3-hydroxy-N,N,γ-trimethyl-α,α-diphenyl-1-piperidinebutanamide). Isolated yield 83.5%. RXN SMILES: [NH2:1][C:2]1[CH:38]=[CH:37][CH:36]=[C:35]([O:39][CH3:40])[C:3]=1[C:4]([NH:6][C@@H:7]1[CH2:12][CH2:11][N:10]([CH:13]([CH3:33])[CH2:14][C:15]([C:27]2[CH:32]=[CH:31][CH:30]=[CH:29][CH:28]=2)([C:21]2[CH:26]=[CH:25][CH:24]=[CH:23][CH:22]=2)[C:16]([N:18]([CH3:20])[CH3:19])=[O:17])[CH2:9][C@H:8]1[OH:34])=[O:5].[C:41](OC(=O)C)(=[O:43])[CH3:42]>C(O)(=O)C>[C:41]([NH:1][C:2]1[CH:38]=[CH:37][CH:36]=[C:35]([O:39][CH3:40])[C:3]=1[C:4]([NH:6][C@@H:7]1[CH2:12][CH2:11][N:10]([CH:13]([CH3:33])[CH2:14][C:15]([C:27]2[CH:28]=[CH:29][CH:30]=[CH:31][CH:32]=2)([C:21]2[CH:26]=[CH:25][CH:24]=[CH:23][CH:22]=2)[C:16]([N:18]([CH3:20])[CH3:19])=[O:17])[CH2:9][C@H:8]1[OH:34])=[O:5])(=[O:43])[CH3:42]. Procedure details: To a stirred solution of 2.72 parts of trans-4-[(2-amino-6-methoxybenzoyl)amino]-3-hydroxy-N,N,γ-trimethyl-α,α-diphenyl-1-piperidinebutanamide in 20 parts of acetic acid were added 0.56 parts of acetic acid anhydride. After stirring overnight at room temperature, the reaction mixture was evaporated and the residue was purified by column chromatography over silica gel using a mixture of trichloromethane and methanol, saturated with ammonia, (95:5 by volume) as eluent. The pure fractions were coll...